This data is from the Open Reaction Database (ORD), a public repository of structured organic reaction records. The task is: describe an organic reaction: reactants, conditions, products, and yield Reactants: COC=1C=C(CCl)C=CC1OC (3,4-dimethoxybenzyl chloride), suspension, [H-].[Na+] (sodium hydride), COC=1C=C(C=CC1OC)C1C(C(NC1)=O)C(=O)OCC (ethyl 4-(3,4-dimethoxyphenyl)-2-oxo-3-pyrrolidinecarboxylate). The solvent is CN(C=O)C (dimethylformamide). Conditions: time 1 hour. The product is COC=1C=C(CC2(C(NCC2C2=CC(=C(C=C2)OC)OC)=O)C(=O)OCC)C=CC1OC (ethyl 3-(3,4-dimethoxybenzyl)-4-(3,4-dimethoxyphenyl)-2-oxo-3-pyrrolidinecarboxylate). The yield is 77.0%. As a reaction SMILES: [H-].[Na+].[CH3:3][O:4][C:5]1[CH:6]=[C:7]([CH:13]2[CH2:17][NH:16][C:15](=[O:18])[CH:14]2[C:19]([O:21][CH2:22][CH3:23])=[O:20])[CH:8]=[CH:9][C:10]=1[O:11][CH3:12].[CH3:24][O:25][C:26]1[CH:27]=[C:28]([CH:31]=[CH:32][C:33]=1[O:34][CH3:35])[CH2:29]Cl>CN(C)C=O>[CH3:24][O:25][C:26]1[CH:27]=[C:28]([CH:31]=[CH:32][C:33]=1[O:34][CH3:35])[CH2:29][C:14]1([C:19]([O:21][CH2:22][CH3:23])=[O:20])[CH:13]([C:7]2[CH:8]=[CH:9][C:10]([O:11][CH3:12])=[C:5]([O:4][CH3:3])[CH:6]=2)[CH2:17][NH:16][C:15]1=[O:18] |f:0.1|. Procedure: 5.3 g of a 50% suspension of sodium hydride in mineral oil is added to a solution of 29.3 g of ethyl 4-(3,4-dimethoxyphenyl)-2-oxo-3-pyrrolidinecarboxylate in 180 ml of anhydrous dimethylformamide at 0°-5°C with stirring. The resulting mixture is held at 0°-5°C with stirring for 30 minutes and then at room temperature for an additional one hour. To the mixture is added 20.5 g of 3,4-dimethoxybenzyl chloride at 0°-5°C, and the whole mixture is stirred at room temperature for one hour. The reactio...